From a dataset of the Open Reaction Database (ORD), a public repository of structured organic reaction records. describe an organic reaction: reactants, conditions, products, and yield Reactants: solid, BrC1=CC(=CC=2C=C3N(C12)CCNC3=O)F (6-bromo-8-fluoro-3,4-dihydro-2H-pyrazino[1,2-a]indol-1-one), BrC1=CC(=CC=2C=C3N(C12)CCNC3=O)F (6-bromo-8-fluoro-3,4-dihydro-2H-pyrazino[1,2-a]indol-1-one), FC(C1=CC=C(C=C1)B(O)O)(F)F (4-trifluoromethyl-phenylboronic acid). Product: FC1=CC=2C=C3N(C2C(=C1)C1=CC=C(C=C1)C(F)(F)F)CCNC3=O (8-Fluoro-6-(4-trifluoromethyl-phenyl)-3,4-dihydro-2H-pyrazino[1,2-a]indol-1-one). As a reaction SMILES: Br[C:2]1[C:10]2[N:9]3[CH2:11][CH2:12][NH:13][C:14](=[O:15])[C:8]3=[CH:7][C:6]=2[CH:5]=[C:4]([F:16])[CH:3]=1.[F:17][C:18]([F:29])([F:28])[C:19]1[CH:24]=[CH:23][C:22](B(O)O)=[CH:21][CH:20]=1>>[F:16][C:4]1[CH:3]=[C:2]([C:22]2[CH:23]=[CH:24][C:19]([C:18]([F:29])([F:28])[F:17])=[CH:20][CH:21]=2)[C:10]2[N:9]3[CH2:11][CH2:12][NH:13][C:14](=[O:15])[C:8]3=[CH:7][C:6]=2[CH:5]=1. Procedure: The title compound, off-white solid (81 mg, 93%), MS (ISP) m/z=349.2 [(M+H)+], mp 346° C., was prepared in accordance with the general method of example 1 from 6-bromo-8-fluoro-3,4-dihydro-2H-pyrazino[1,2-a]indol-1-one (intermediate 1) (70.8 mg, 0.25 mmol) and commercially available 4-trifluoromethyl-phenylboronic acid (61.7 mg, 0.325 mmol). The reactants are [Cl-].C(C)[Al+]CC (diethyl aluminum chloride), CN1C(CCCC1)CN1C=CC2=CC=CC=C12 ((N-Methyl-2-piperidinyl)methyl-1H-indole), solution, [OH-].[Na+] (sodium hydroxide), C12(CC3CC(CC(C1)C3)C2)C(=O)Cl (1-adamantanecarbonyl chloride). Run in C(Cl)Cl (methylene chloride), CCCCCC (hexane), C(Cl)Cl (methylene chloride), C(Cl)Cl (methylene chloride). Yields the product CN1C(CCCC1)CN1C=C(C2=CC=CC=C12)C(=O)C12CC3CC(CC(C1)C3)C2 (1-(N-Methyl-2-piperidinyl)methyl-3-(1-adamantanecarbonyl)-1H-indole). Reaction SMILES: [Cl-].C([Al+]CC)C.[C:7]12([C:17](Cl)=[O:18])[CH2:16][CH:11]3[CH2:12][CH:13]([CH2:15][CH:9]([CH2:10]3)[CH2:8]1)[CH2:14]2.[CH3:20][N:21]1[CH2:26][CH2:25][CH2:24][CH2:23][CH:22]1[CH2:27][N:28]1[C:36]2[C:31](=[CH:32][CH:33]=[CH:34][CH:35]=2)[CH:30]=[CH:29]1.[OH-].[Na+]>CCCCCC.C(Cl)Cl>[CH3:20][N:21]1[CH2:26][CH2:25][CH2:24][CH2:23][CH:22]1[CH2:27][N:28]1[C:36]2[C:31](=[CH:32][CH:33]=[CH:34][CH:35]=2)[C:30]([C:17]([C:7]23[CH2:16][CH:11]4[CH2:12][CH:13]([CH2:15][CH:9]([CH2:10]4)[CH2:8]2)[CH2:14]3)=[O:18])=[CH:29]1 |f:0.1,4.5|. Reported procedure: To the stirring solution of the diethyl aluminum chloride (1.5 ml 1 M soln. in hexane, 180.8 mg, 1.5 mmol) in 10 ml absolute methylene chloride was added at room temp. 298.0 mg (1.5 mmol) 1-adamantanecarbonyl chloride in 5 ml of methylene chloride and the reaction mixture was stirred 15 min. The solution of (N-Methyl-2-piperidinyl)methyl-1H-indole (228.3 mg, 1.0 mmol) in 5 ml of methylene chloride was added during 3 min and mixture was stirred and reflux 48 h. The reaction was work-up by additio... Reactants: CC(C)=O, [Na+], C=C(C)C(C(=O)OCOC)N1C(=O)C(NC(=O)COc2ccccc2)C1SSc1nc2ccccc2s1, N#CS(=O)(=O)c1ccccc1, O=S([O-])c1ccccc1. Product: C=C(C)C(C(=O)OCOC)N1C(=O)C(NC(=O)COc2ccccc2)C1SS(=O)(=O)c1ccccc1. RXN SMILES: [CH3:59][C:60](=[O:61])[CH3:62].[Na+:58].[O:1]([c:2]1[cH:3][cH:4][cH:5][cH:6][cH:7]1)[CH2:8][C:9](=[O:10])[NH:11][CH:12]1[C:13](=[O:37])[N:14]([CH:27]([C:28](=[O:29])[O:30][CH2:31][O:32][CH3:33])[C:34](=[CH2:35])[CH3:36])[CH:15]1[S:16][S:17][c:18]1[s:19][c:20]2[cH:21][cH:22][cH:23][cH:24][c:25]2[n:26]1.[c:38]1([S:44](=[O:45])(=[O:46])[C:47]#[N:48])[cH:39][cH:40][cH:41][cH:42][cH:43]1.[c:49]1([S:50]([O-:51])=[O:52])[cH:53][cH:54][cH:55][cH:56][cH:57]1>>[O:1]([c:2]1[cH:3][cH:4][cH:5][cH:6][cH:7]1)[CH2:8][C:9](=[O:10])[NH:11][CH:12]1[C:13](=[O:37])[N:14]([CH:27]([C:28](=[O:29])[O:30][CH2:31][O:32][CH3:33])[C:34](=[CH2:35])[CH3:36])[CH:15]1[S:16][S:44]([c:38]1[cH:39][cH:40][cH:41][cH:42][cH:43]1)(=[O:45])=[O:46]. Starting materials: CN1CCN(CC1)C=1C=C2C=CNC2=CC1 (5-(4-Methylpiperazin-1-yl)-indole), C1(=CC=CC=C1)S(=O)(=O)Cl (benzenesulfonylchloride), [OH-].[Na+] (NaOH). Reagents/catalysts: CCCCCCCC[N+](C)(CCCCCCCC)CCCCCCCC.[Cl-] (Aliquat 336). The solvent is C(Cl)Cl (DCM). Conditions: time 6 hour. Yields the product C1(=CC=CC=C1)S(=O)(=O)N1C=CC2=CC(=CC=C12)N1CCN(CC1)C (N-Benzenesulfonyl-5-(4-methylpiperazin-1-yl)-indole). Isolated yield 66.0%. RXN SMILES: [CH3:1][N:2]1[CH2:7][CH2:6][N:5]([C:8]2[CH:9]=[C:10]3[C:14](=[CH:15][CH:16]=2)[NH:13][CH:12]=[CH:11]3)[CH2:4][CH2:3]1.[C:17]1([S:23](Cl)(=[O:25])=[O:24])[CH:22]=[CH:21][CH:20]=[CH:19][CH:18]=1.[OH-].[Na+]>CCCCCCCC[N+](CCCCCCCC)(CCCCCCCC)C.[Cl-].C(Cl)Cl>[C:17]1([S:23]([N:13]2[C:14]3[C:10](=[CH:9][C:8]([N:5]4[CH2:6][CH2:7][N:2]([CH3:1])[CH2:3][CH2:4]4)=[CH:16][CH:15]=3)[CH:11]=[CH:12]2)(=[O:25])=[O:24])[CH:22]=[CH:21][CH:20]=[CH:19][CH:18]=1 |f:2.3,4.5|. Reported procedure: 5-(4-Methylpiperazin-1-yl)-indole (215 mg, 1 mmol), benzenesulfonylchloride (265 mg, 1.5 mmol) and Aliquat 336 (10 mg) were dissolved in DCM (10 mL). Aqueous NaOH (20%, 2 mL) was added and the mixture was stirred vigorously for 6 h. The organic layer was separated, dried and concentrated to give the crude as an oil that was purified on a silica column using DCM and MeOH as eluent. The pure fractions were concentrated to give an oil (260 mg, 0.66 mmol) 1H NMR (CDCl3) δ 2.35 (3 H, s), 2.59 (4 H, t... Reactants: C1CCC2=NCCCN2CC1 (DBU), CS(=O)(=O)Cl (Methanesulfonyl chloride), CN(C(=O)C1=CC=C(C=C1)C1=CC=C2C(=N1)OC1=CC=CC=C1C2C(C(=O)OC)CO)C (methyl 2-(2-(4-(dimethylcarbamoyl)phenyl)-5H-chromeno[2,3-b]pyridin-5-yl)-3-hydroxypropanoate), TEA, C(=O)(O)[O-].[Na+] (NaHCO3). Reagents/catalysts: CN(C)C=1C=CN=CC1 (DMAP). Solvent: C(Cl)Cl (DCM), C(C)(=O)OCC (ethyl acetate). Reaction conditions: time 1 hour. Product: CN(C(=O)C1=CC=C(C=C1)C1=CC=C2C(=N1)OC1=CC=CC=C1C2C(C(=O)OC)=C)C (methyl 2-(2-(4-(dimethylcarbamoyl)phenyl)-5H-chromeno[2,3-b]pyridin-5-yl)acrylate). Isolated yield 58.7%. RXN SMILES: CS(Cl)(=O)=O.[CH3:6][N:7]([CH3:37])[C:8]([C:10]1[CH:15]=[CH:14][C:13]([C:16]2[N:21]=[C:20]3[O:22][C:23]4[C:28]([CH:29]([CH:30]([CH2:35]O)[C:31]([O:33][CH3:34])=[O:32])[C:19]3=[CH:18][CH:17]=2)=[CH:27][CH:26]=[CH:25][CH:24]=4)=[CH:12][CH:11]=1)=[O:9].C1CCN2C(=NCCC2)CC1.C([O-])(O)=O.[Na+]>CN(C1C=CN=CC=1)C.C(Cl)Cl.C(OCC)(=O)C>[CH3:37][N:7]([CH3:6])[C:8]([C:10]1[CH:11]=[CH:12][C:13]([C:16]2[N:21]=[C:20]3[O:22][C:23]4[C:28]([CH:29]([C:30](=[CH2:35])[C:31]([O:33][CH3:34])=[O:32])[C:19]3=[CH:18][CH:17]=2)=[CH:27][CH:26]=[CH:25][CH:24]=4)=[CH:14][CH:15]=1)=[O:9] |f:3.4|. Procedure: Methanesulfonyl chloride (0.072 mL, 0.925 mmol) was added to a mixture of the product from Step 2 (80 mg, 0.185 mmol), TEA (0.258 mL, 1.85 mmol) and DMAP (24.9 mg, 0.203 mmol) in DCM (2 mL) at 0° C. After 1 h at this temperature, the mixture was concentrated in vacuo. The residue was suspended in benzene (4 mL), treated with DBU (0.139 mL, 0.925 mmol) and stirred at room temperature for 1 h. Saturated NaHCO3 (5 mL) and ethyl acetate (100 mL) were added. The mixture was washed with water (2×10 mL...